Dataset: the Open Reaction Database (ORD), a public repository of structured organic reaction records. Task: describe an organic reaction: reactants, conditions, products, and yield Reactants: ClCCCl, CNC, ClCCl, ClC(Cl)Cl, On1nnc2ccccc21, O=C(O)c1ccc(NC(=O)C(c2ccccc2)c2ccccc2)cc1. Yields the product CN(C)C(=O)c1ccc(NC(=O)C(c2ccccc2)c2ccccc2)cc1. RXN SMILES: [CH2:29]([Cl:30])[CH2:31][Cl:32].[CH3:26][NH:27][CH3:28].[Cl:43][CH2:44][Cl:45].[Cl:46][CH:47]([Cl:48])[Cl:49].[OH:33][n:34]1[c:35]2[c:36]([cH:37][cH:38][cH:39][cH:40]2)[n:41][n:42]1.[c:1]1([CH:7]([C:8](=[O:9])[NH:10][c:11]2[cH:12][cH:13][c:14]([C:15](=[O:16])[OH:17])[cH:18][cH:19]2)[c:20]2[cH:21][cH:22][cH:23][cH:24][cH:25]2)[cH:2][cH:3][cH:4][cH:5][cH:6]1>>[c:1]1([CH:7]([C:8](=[O:9])[NH:10][c:11]2[cH:12][cH:13][c:14]([C:15](=[O:16])[N:27]([CH3:26])[CH3:28])[cH:18][cH:19]2)[c:20]2[cH:21][cH:22][cH:23][cH:24][cH:25]2)[cH:2][cH:3][cH:4][cH:5][cH:6]1. The reactants are COC1(OC)CC2CNCC21c1ccc(C)cc1, Cl, [Na+], [OH-]. The product is Cc1ccc(C23CNCC2CC3=O)cc1. As a reaction SMILES: [CH3:1][O:2][C:3]1([O:17][CH3:18])[C:4]2([c:10]3[cH:11][cH:12][c:13]([CH3:16])[cH:14][cH:15]3)[CH2:5][NH:6][CH2:7][CH:8]2[CH2:9]1.[ClH:19].[Na+:21].[OH-:20]>>[O:2]=[C:3]1[C:4]2([c:10]3[cH:11][cH:12][c:13]([CH3:16])[cH:14][cH:15]3)[CH2:5][NH:6][CH2:7][CH:8]2[CH2:9]1. The reactants are CN(C)C=O, N#Cc1c(Nc2cc(F)ccc2[N+](=O)[O-])sc2ccccc12, O. Yields the product N#Cc1c(Nc2cc(F)ccc2N)sc2ccccc12. RXN SMILES: [CH3:24][N:25]([CH3:26])[CH:27]=[O:28].[F:1][c:2]1[cH:3][cH:4][c:5]([N+:20]([O-:21])=[O:22])[c:6]([NH:7][c:8]2[c:9]([C:17]#[N:18])[c:10]3[c:11]([s:12]2)[cH:13][cH:14][cH:15][cH:16]3)[cH:19]1.[OH2:23]>>[F:1][c:2]1[cH:3][cH:4][c:5]([NH2:20])[c:6]([NH:7][c:8]2[c:9]([C:17]#[N:18])[c:10]3[c:11]([s:12]2)[cH:13][cH:14][cH:15][cH:16]3)[cH:19]1.